From a dataset of the Open Reaction Database (ORD), a public repository of structured organic reaction records. describe an organic reaction: reactants, conditions, products, and yield Reaction conditions: time 30 minute. As a reaction SMILES: ClC1C(NC2C=C(C3CC3)NN=2)=NC(N[C@H:11]([C:13]2[CH:18]=[CH:17][C:16]([F:19])=CN=2)C)=C(C=1)C#N.[C:29](Cl)(=[O:31])[CH3:30].[CH3:33]CN(C(C)C)C(C)C.[CH3:42][N:43]([CH:45]=[O:46])C>>[C:29]([C:13]1[CH:18]=[CH:17][C:16]([F:19])=[C:42]([NH:43][C:45](=[O:46])[CH3:33])[CH:11]=1)(=[O:31])[CH3:30]. Starting materials: C(C)(=O)Cl (acetyl chloride), CCN(C(C)C)C(C)C (DIEA), ClC=1C(=NC(=C(C#N)C1)N[C@@H](C)C1=NC=C(C=C1)F)NC1=NNC(=C1)C1CC1 ((S)-5-Chloro-6-(5-cyclopropyl-1H-pyrazol-3-ylamino)-2-(1-(5-fluoropyridin-2-yl)ethylamino)nicotinonitrile), CN(C)C=O (DMF). Procedure details: To a round, bottom flask was added 3-amino-4-fluoroacetophenone (Method 64, 1 g, 6.54 mmol) in DMF (15 ml), followed by the addition of acetyl chloride (0.56 ml, 7.84 mmol) and DIEA (2.3 ml, 13.08 mmol). The solution was set to stir at room temperature. The reaction appeared complete by TLC after 30 min. The reaction was then quenched with water and partitioned with EtOAc. The layers were cut, followed by an additional wash of the aqueous with EtOAc. The combined organic layers were dried over N... The product is C(C)(=O)C=1C=CC(=C(C1)NC(C)=O)F (N-(5-Acetyl-2-fluorophenyl)acetamide). Starting materials: O=C1CCC(=O)N1Br, Br, ClC(Cl)(Cl)Cl, COC(=O)Cc1ccccc1Cl. Product: COC(=O)C(Br)c1ccccc1Cl. RXN SMILES: [Br:13][N:14]1[C:15](=[O:16])[CH2:17][CH2:18][C:19]1=[O:20].[BrH:21].[C:22]([Cl:23])([Cl:24])([Cl:25])[Cl:26].[Cl:1][c:2]1[c:3]([CH2:8][C:9](=[O:10])[O:11][CH3:12])[cH:4][cH:5][cH:6][cH:7]1>>[Cl:1][c:2]1[c:3]([CH:8]([C:9](=[O:10])[O:11][CH3:12])[Br:13])[cH:4][cH:5][cH:6][cH:7]1.